Dataset: the Open Reaction Database (ORD), a public repository of structured organic reaction records. Task: describe an organic reaction: reactants, conditions, products, and yield Reactants: ClC=1C(=NC=C(C1)C(F)(F)F)C1=CC(=C(C=C1)Cl)OC (3-chloro-2-(4-chloro-3-methoxyphenyl)-5-trifluoromethylpyridine), ClC1=NC=C(C=C1Cl)C(F)(F)F (2,3-dichloro-5-trifluoromethylpyridine), ClC1=CC(=C(C=C1OC)B(O)O)F (4-chloro-2-fluoro-5-methoxybenzeneboronic acid), crude product. Product: ClC=1C(=NC=C(C1)C(F)(F)F)C1=C(C=C(C(=C1)OC)Cl)F (3-Chloro-2-(4-chloro-2-fluoro-5-methoxyphenyl)-5-trifluoromethylpyridine). The yield is 19.0%. As a reaction SMILES: [Cl:1][C:2]1[C:3]([C:12]2[CH:17]=[CH:16][C:15]([Cl:18])=[C:14]([O:19][CH3:20])[CH:13]=2)=[N:4][CH:5]=[C:6]([C:8]([F:11])([F:10])[F:9])[CH:7]=1.ClC1C(Cl)=CC(C(F)(F)[F:30])=CN=1.ClC1C(OC)=CC(B(O)O)=C(F)C=1>>[Cl:1][C:2]1[C:3]([C:12]2[CH:13]=[C:14]([O:19][CH3:20])[C:15]([Cl:18])=[CH:16][C:17]=2[F:30])=[N:4][CH:5]=[C:6]([C:8]([F:11])([F:9])[F:10])[CH:7]=1. Reported procedure: In a preparation similar to that described above for 3-chloro-2-(4-chloro-3-methoxyphenyl)-5-trifluoromethylpyridine, reaction of 8.9 g (41 mmol) of 2,3-dichloro-5-trifluoromethylpyridine and 7.9 g (41 mmol) of 4-chloro-2-fluoro-5-methoxybenzeneboronic acid and subsequent purification of the crude product by chromatography on silica gel (methylene chloride as eluent) resulted in 2.6 g of colorless crystals. Starting materials: C(C)(C)(C)C=1C=C(C(=C(C1)NS(=O)(=O)C)OC)[N+](=O)[O-] (N-(5-tert-Butyl-2-methoxy-3-nitrophenyl)methanesulfonamide). The reagents and catalysts are [Pd] (Pd/C). Run in CO (methanol). Yields the product NC=1C(=C(C=C(C1)C(C)(C)C)NS(=O)(=O)C)OC (N-(3-Amino-5-tert-butyl-2-methoxyphenyl)methanesulfonamide). Reaction SMILES: [C:1]([C:5]1[CH:6]=[C:7]([N+:18]([O-])=O)[C:8]([O:16][CH3:17])=[C:9]([NH:11][S:12]([CH3:15])(=[O:14])=[O:13])[CH:10]=1)([CH3:4])([CH3:3])[CH3:2]>[Pd].CO>[NH2:18][C:7]1[C:8]([O:16][CH3:17])=[C:9]([NH:11][S:12]([CH3:15])(=[O:14])=[O:13])[CH:10]=[C:5]([C:1]([CH3:3])([CH3:4])[CH3:2])[CH:6]=1. Procedure: To a 5 L hydrogenator was charged the product from step (viii) above (209.4 g, 0.693 mol), methanol (1675 mL, 8 volumes) and 10% Pd/C (10.2 g). The vessel was purged with 3×N2 and 3×H2 and then stirred under 0.3447 MPa (50 psi) H2 until no further exotherm was observed, with HPLC indicating 96.35% product and 1.10% starting material. The reaction was diluted with THF (314 mL) and the catalyst was removed via vacuum filtration (Cuno filter), before being washed with THF (1000 mL). The solvents we...